From a dataset of the Open Reaction Database (ORD), a public repository of structured organic reaction records. describe an organic reaction: reactants, conditions, products, and yield Starting materials: CC#CCOc1cc(Cl)ncn1, CC1CNCC(C)C1, CCO. The product is CC#CCOc1cc(N2CC(C)CC(C)C2)ncn1. As a reaction SMILES: [CH2:1]([C:2]#[C:3][CH3:4])[O:5][c:6]1[n:7][cH:8][n:9][c:10]([Cl:12])[cH:11]1.[CH3:13][CH:14]1[CH2:15][NH:16][CH2:17][CH:18]([CH3:20])[CH2:19]1.[CH3:21][CH2:22][OH:23]>>[CH2:1]([C:2]#[C:3][CH3:4])[O:5][c:6]1[n:7][cH:8][n:9][c:10]([N:16]2[CH2:15][CH:14]([CH3:13])[CH2:19][CH:18]([CH3:20])[CH2:17]2)[cH:11]1. Reactants: IC1=C(CCl)C=CC=C1 (2-iodobenzyl chloride), C([O-])([O-])=O.[K+].[K+] (potassium carbonate), [I-].[K+] (potassium iodide), ClC1=NC=2N(C(N(C)C(C2N1)=O)=O)C (8-Chlorotheophylline). Run in CCOC(=O)C (EtOAc), O (Water), CN(C)C=O (DMF). Conditions: time 7 day. Product: ClC1=NC=2N(C(N(C(C2N1CC1=C(C=CC=C1)I)=O)C)=O)C (8-Chloro-7-(2-iodobenzyl)-1,3-dimethyl-3,7-dihydropurine-2,6-dione). RXN SMILES: [Cl:1][C:2]1[NH:11][C:10]2[C:9](=[O:12])[N:7]([CH3:8])[C:6](=[O:13])[N:5]([CH3:14])[C:4]=2[N:3]=1.[I:15][C:16]1[CH:23]=[CH:22][CH:21]=[CH:20][C:17]=1[CH2:18]Cl.C(=O)([O-])[O-].[K+].[K+].[I-].[K+]>CN(C=O)C.CCOC(C)=O.O>[Cl:1][C:2]1[N:11]([CH2:18][C:17]2[CH:20]=[CH:21][CH:22]=[CH:23][C:16]=2[I:15])[C:10]2[C:9](=[O:12])[N:7]([CH3:8])[C:6](=[O:13])[N:5]([CH3:14])[C:4]=2[N:3]=1 |f:2.3.4,5.6|. Procedure: 8-Chlorotheophylline (8.5 g, 39.6 mmol) was dissolved in 400 ml of DMF and 2-iodobenzyl chloride (10.0 g, 39.6 mmol), potassium carbonate (5.47 g, 39.6 mmol), and potassium iodide (10 mg, 0.06 mmol) were added. The mixture was stirred at room temperature for 7 days. Water (2500 ml) and EtOAc (800 ml) were added and the layers were separated. The aqueous layer was extracted with 2×500 ml of EtOAc, and the combined organic layer was washed with 500 ml of water, 500 ml of brine, dried over sodium s... Starting materials: [Si](C1=CC=CC=C1)(C1=CC=CC=C1)(C(C)(C)C)OCC1=CC=C(C(=C1N1C[C@H](O[C@H](C1)C)C)F)F ((2R,6S)-4-[6-({[tert-Butyl(diphenyl)silyl]oxy}methyl)-2,3-difluorophenyl]-2,6-dimethylmorpholine), [Si](C1=CC=CC=C1)(C1=CC=CC=C1)(C(C)(C)C)OCC1=CC=C(C(=C1N1C[C@H](O[C@H](C1)C)C)F)F ((2R,6S)-4-[6-({[tert-Butyl(diphenyl)silyl]oxy}methyl)-2,3-difluorophenyl]-2,6-dimethylmorpholine), CON(C(=O)C=1N=NC=CC1)C (N-methoxy-N-methylpyridazine-3-carboxamide). Yields the product [Si](C1=CC=CC=C1)(C1=CC=CC=C1)(C(C)(C)C)OCC=1C(=C(C(=C(C1)C(=O)C=1N=NC=CC1)F)F)N1C[C@H](O[C@H](C1)C)C ({5-({[tert-butyl(diphenyl)silyl]oxy}methyl)-4-[(2R,6S)-2,6-dimethylmorpholin-4-yl]-2,3-difluorophenyl}(pyridazin-3-yl)methanone). Reaction SMILES: [Si:1]([O:18][CH2:19][C:20]1[C:25]([N:26]2[CH2:31][C@H:30]([CH3:32])[O:29][C@H:28]([CH3:33])[CH2:27]2)=[C:24]([F:34])[C:23]([F:35])=[CH:22][CH:21]=1)([C:14]([CH3:17])([CH3:16])[CH3:15])([C:8]1[CH:13]=[CH:12][CH:11]=[CH:10][CH:9]=1)[C:2]1[CH:7]=[CH:6][CH:5]=[CH:4][CH:3]=1.CON(C)[C:39]([C:41]1[N:42]=[N:43][CH:44]=[CH:45][CH:46]=1)=[O:40]>>[Si:1]([O:18][CH2:19][C:20]1[C:25]([N:26]2[CH2:31][C@H:30]([CH3:32])[O:29][C@H:28]([CH3:33])[CH2:27]2)=[C:24]([F:34])[C:23]([F:35])=[C:22]([C:39]([C:41]2[N:42]=[N:43][CH:44]=[CH:45][CH:46]=2)=[O:40])[CH:21]=1)([C:14]([CH3:16])([CH3:17])[CH3:15])([C:2]1[CH:7]=[CH:6][CH:5]=[CH:4][CH:3]=1)[C:8]1[CH:13]=[CH:12][CH:11]=[CH:10][CH:9]=1. Procedure: Starting material: (2R,6S)-4-[6-({[tert-butyl(diphenyl)silyl]oxy}methyl)-2,3-difluorophenyl]-2,6-dimethylmorpholine (Intermediate 3) and N-methoxy-N-methylpyridazine-3-carboxamide